The task is: describe an organic reaction: reactants, conditions, products, and yield. This data is from the Open Reaction Database (ORD), a public repository of structured organic reaction records. Reactants: ClC1=NC=CC(=N1)C=1C(=NN2C1C=CC=C2)C=2C=C(C=CC2)NC(C2=C(C=CC=C2F)F)=O (N-{3-[3-(2-chloro-4-pyrimidinyl)pyrazolo[1,5-a]pyridin-2-yl]phenyl}-2,6-difluorobenzamide), NC1=CC=CC=C1 (aniline). As a reaction SMILES: Cl[C:2]1[N:7]=[C:6]([C:8]2[C:9]([C:17]3[CH:18]=[C:19]([NH:23][C:24](=[O:33])[C:25]4[C:30](F)=[CH:29][CH:28]=[CH:27][C:26]=4F)[CH:20]=[CH:21][CH:22]=3)=[N:10][N:11]3[CH:16]=[CH:15][CH:14]=[CH:13][C:12]=23)[CH:5]=[CH:4][N:3]=1.[NH2:34][C:35]1[CH:40]=[CH:39][CH:38]=[CH:37][CH:36]=1>>[CH2:2]1[C:39]2[C:38](=[CH:37][CH:36]=[C:35]([NH:34][C:2]3[N:7]=[C:6]([C:8]4[C:9]([C:17]5[CH:18]=[C:19]([NH:23][C:24](=[O:33])[C:25]6[CH:30]=[CH:29][CH:28]=[CH:27][CH:26]=6)[CH:20]=[CH:21][CH:22]=5)=[N:10][N:11]5[CH:16]=[CH:15][CH:14]=[CH:13][C:12]=45)[CH:5]=[CH:4][N:3]=3)[CH:40]=2)[CH2:5][CH2:4][NH:3]1. Yields the product C1NCCC2=CC=C(C=C12)NC1=NC=CC(=N1)C=1C(=NN2C1C=CC=C2)C=2C=C(C=CC2)NC(C2=CC=CC=C2)=O (N-(3-{3-[2-(1,2,3,4-tetrahydro-7-isoquinolinylamino)-4-pyrimidinyl]-pyrazolo[1,5-a]pyridin-2-yl}phenyl)benzamide). Reported procedure: The title compound was prepared from N-{3-[3-(2-chloro-4-pyrimidinyl)pyrazolo[1,5-a]pyridin-2-yl]phenyl}-2,6-difluorobenzamide and aniline by a procedure similar to Example 27, Step D. 1H NMR (400 MHz, DMSO-d6) δ 6.50 (d, 1H, J=5.2 Hz), 6.76 (d, 1H, J=7.3 Hz), 7.00-7.08 (m, 4H), 7.13-7.31 (m, 5H), 7.40-7.63 (m, 6H), 7.88 (d, 1H, J=8.2 Hz), 7.98 (s, 1H), 8.02 (s, 1H), 8.25 (d, 1H, J=5.2 Hz), 8.52 (d, 1H, J=8.3 Hz), 8.87 (d, 1H, J=6.9 Hz), 9.41 (s, 1H), 10.97 (s, 1H); ESIMS (M+H)+=610. Reactants: C, CO, CC(=O)O, C1=C(c2ccc(Oc3ccccc3)cc2)CCNC1, [Pd]. Product: c1ccc(Oc2ccc(C3CCNCC3)cc2)cc1. RXN SMILES: [C:22].[CH3:1][OH:2].[CH3:24][C:25](=[O:26])[OH:27].[O:3]([c:4]1[cH:5][cH:6][cH:7][cH:8][cH:9]1)[c:10]1[cH:11][cH:12][c:13]([C:16]2=[CH:21][CH2:20][NH:19][CH2:18][CH2:17]2)[cH:14][cH:15]1.[Pd:23]>>[O:3]([c:4]1[cH:5][cH:6][cH:7][cH:8][cH:9]1)[c:10]1[cH:11][cH:12][c:13]([CH:16]2[CH2:17][CH2:18][NH:19][CH2:20][CH2:21]2)[cH:14][cH:15]1. Reactants: O (water), ClC1=CC=C(OC(C(=O)OC)C2=CC=C(C=C2)I)C=C1 (methyl α-(p-chlorophenoxy)(p-iodophenyl)acetate), cuprous, C1(=CC=CC=C1)S (thiophenol). Run in N1=CC=CC=C1 (pyridine). Yields the product ClC1=CC=C(OC(C(=O)OC)C2=CC=C(C=C2)SC2=CC=CC=C2)C=C1 (Methyl α-(p-chlorophenoxy)[p-(phenylthio)phenyl]acetate). Reaction SMILES: [Cl:1][C:2]1[CH:20]=[CH:19][C:5]([O:6][CH:7]([C:12]2[CH:17]=[CH:16][C:15](I)=[CH:14][CH:13]=2)[C:8]([O:10][CH3:11])=[O:9])=[CH:4][CH:3]=1.[C:21]1([SH:27])[CH:26]=[CH:25][CH:24]=[CH:23][CH:22]=1.O>N1C=CC=CC=1>[Cl:1][C:2]1[CH:20]=[CH:19][C:5]([O:6][CH:7]([C:12]2[CH:17]=[CH:16][C:15]([S:27][C:21]3[CH:26]=[CH:25][CH:24]=[CH:23][CH:22]=3)=[CH:14][CH:13]=2)[C:8]([O:10][CH3:11])=[O:9])=[CH:4][CH:3]=1. Procedure details: A mixture of 6.04 g of methyl α-(p-chlorophenoxy)(p-iodophenyl)acetate, 3.36 g of cuprous phenylmercaptide, and 800 mg of thiophenol in 150 ml of pyridine is heated under Argon overnight. The mixture is poured into 300 ml of water and extracted with two 100 ml portions of chloroform. The combined organic layers are washed with two 50 ml portions of 5% NaOH, two 50 ml portions of water, 50 ml of saturated brine and dried over MgSO4. Evaporation of the solvent at reduced pressure yields an oil. Af... Reactants: CC1=NN(C(=C1/C=C/C(=O)OCC)C)CC1=CC=C(C=C1)OCC=1N=C(OC1C)C1=CC=CC=C1 (ethyl(E)-3-[3,5-dimethyl-1-[4-(5-methyl-2-phenyl-4-oxazolylmethoxy)benzyl]-1H-pyrazol-4-yl]propenoate), C(C)O (ethanol). Reagents/catalysts: [C].[Pd] (palladium-carbon). Solvent: O1CCCC1 (tetrahydrofuran). Run at time 1 hour. Yields the product CC1=NN(C(=C1CCC(=O)OCC)C)CC1=CC=C(C=C1)OCC=1N=C(OC1C)C1=CC=CC=C1 (ethyl 3-[3,5-dimethyl-1-[4-(5-methyl-2-phenyl-4-oxazolylmethoxy)benzyl]-1H-pyrazol-4-yl]propionate). The yield is 95.8%. RXN SMILES: [CH3:1][C:2]1[C:6](/[CH:7]=[CH:8]/[C:9]([O:11][CH2:12][CH3:13])=[O:10])=[C:5]([CH3:14])[N:4]([CH2:15][C:16]2[CH:21]=[CH:20][C:19]([O:22][CH2:23][C:24]3[N:25]=[C:26]([C:30]4[CH:35]=[CH:34][CH:33]=[CH:32][CH:31]=4)[O:27][C:28]=3[CH3:29])=[CH:18][CH:17]=2)[N:3]=1.C(O)C>[C].[Pd].O1CCCC1>[CH3:1][C:2]1[C:6]([CH2:7][CH2:8][C:9]([O:11][CH2:12][CH3:13])=[O:10])=[C:5]([CH3:14])[N:4]([CH2:15][C:16]2[CH:21]=[CH:20][C:19]([O:22][CH2:23][C:24]3[N:25]=[C:26]([C:30]4[CH:31]=[CH:32][CH:33]=[CH:34][CH:35]=4)[O:27][C:28]=3[CH3:29])=[CH:18][CH:17]=2)[N:3]=1 |f:2.3|. Procedure details: A mixture of ethyl(E)-3-[3,5-dimethyl-1-[4-(5-methyl-2-phenyl-4-oxazolylmethoxy)benzyl]-1H-pyrazol-4-yl]propenoate (800 mg), 5% palladium-carbon (400 mg), ethanol (30 ml), and tetrahydrofuran (10 ml) was stirred at room temperature for one hour under a hydrogen atmosphere. After removal of the catalyst by filtration, and the filtrate was concentrated. The residue was subjected to silica gel column chromatography, and ethyl 3-[3,5-dimethyl-1-[4-(5-methyl-2-phenyl-4-oxazolylmethoxy)benzyl]-1H-pyra...